Dataset: the Open Reaction Database (ORD), a public repository of structured organic reaction records. Task: describe an organic reaction: reactants, conditions, products, and yield The reactants are [N-]=[N+]=[N-], [Na+], CN(C)C=O, O, Cc1ccc(S(=O)(=O)OCCOc2ccc3[nH]nc(S(=O)(=O)c4cccc5ccccc45)c3c2)cc1. Yields the product [N-]=[N+]=NCCOc1ccc2[nH]nc(S(=O)(=O)c3cccc4ccccc34)c2c1. As a reaction SMILES: [N-:2]=[N+:3]=[N-:4].[Na+:1].[O:42]=[CH:43][N:44]([CH3:45])[CH3:46].[OH2:41].[c:5]1([S:15](=[O:16])(=[O:17])[c:18]2[n:19][nH:20][c:21]3[cH:22][cH:23][c:24]([O:27][CH2:28][CH2:29][O:30][S:31]([c:32]4[cH:33][cH:34][c:35]([CH3:36])[cH:37][cH:38]4)(=[O:39])=[O:40])[cH:25][c:26]23)[cH:6][cH:7][cH:8][c:9]2[cH:10][cH:11][cH:12][cH:13][c:14]12>>[N:2](=[N+:3]=[N-:4])[CH2:29][CH2:28][O:27][c:24]1[cH:23][cH:22][c:21]2[nH:20][n:19][c:18]([S:15]([c:5]3[cH:6][cH:7][cH:8][c:9]4[cH:10][cH:11][cH:12][cH:13][c:14]34)(=[O:16])=[O:17])[c:26]2[cH:25]1.